From a dataset of the Open Reaction Database (ORD), a public repository of structured organic reaction records. describe an organic reaction: reactants, conditions, products, and yield Starting materials: C([O-])([O-])=O.[Cs+].[Cs+] (Cesium carbonate), C(#N)CNC(=O)[C@H]1[C@@H](CCCC1)CS(=O)(=O)C1=CC=C(COS(=O)(=O)C)C=C1 (trans-methanesulfonic acid 4-[2-(cyanomethylcarbamoyl)-cyclohexylmethanesulfonyl]-benzyl ester), C(C1=CC=CC=C1)S (benzyl mercaptan). The solvent is CC(=O)C (acetone). Run at temperature 50 celsius, time 8 hour. The product is C(#N)CNC(=O)[C@H]1[C@@H](CCCC1)CS(=O)(=O)C1=CC=C(C=C1)CSCC1=CC=CC=C1 (trans-N-cyanomethyl-2-(4-benzylsulfanylmethylbenzenesulfonylmethyl)-cyclohexanecarboxamide). RXN SMILES: C(=O)([O-])[O-].[Cs+].[Cs+].[C:7]([CH2:9][NH:10][C:11]([C@@H:13]1[CH2:18][CH2:17][CH2:16][CH2:15][C@H:14]1[CH2:19][S:20]([C:23]1[CH:34]=[CH:33][C:26]([CH2:27]OS(C)(=O)=O)=[CH:25][CH:24]=1)(=[O:22])=[O:21])=[O:12])#[N:8].[CH2:35]([SH:42])[C:36]1[CH:41]=[CH:40][CH:39]=[CH:38][CH:37]=1>CC(C)=O>[C:7]([CH2:9][NH:10][C:11]([C@@H:13]1[CH2:18][CH2:17][CH2:16][CH2:15][C@H:14]1[CH2:19][S:20]([C:23]1[CH:34]=[CH:33][C:26]([CH2:27][S:42][CH2:35][C:36]2[CH:41]=[CH:40][CH:39]=[CH:38][CH:37]=2)=[CH:25][CH:24]=1)(=[O:21])=[O:22])=[O:12])#[N:8] |f:0.1.2|. Procedure details: Cesium carbonate (0.114 g, 0.35 mmol) was added to a solution of trans-methanesulfonic acid 4-[2-(cyanomethylcarbamoyl)-cyclohexylmethanesulfonyl]-benzyl ester (0.150 g, 0.35 mmol) and benzyl mercaptan (0.041 mL, 0.35 mmol) in acetone (4 mL). The reaction mixture was stirred overnight at 50° C. The solids were removed by filtration and washed with warm acetone. The combined filtrates were concentrated by rotary evaporation. Purification of the residue by silica gel chromatography using a gradien...